Dataset: the Open Reaction Database (ORD), a public repository of structured organic reaction records. Task: describe an organic reaction: reactants, conditions, products, and yield Starting materials: O=C([O-])[O-], BrCc1ccccc1, C=CCc1cc(C#N)ccc1O, CN(C)C=O, [K+], [K+]. The product is C=CCc1cc(C#N)ccc1OCc1ccccc1. As a reaction SMILES: [C:13](=[O:14])([O-:15])[O-:16].[CH2:18]([c:19]1[cH:20][cH:21][cH:22][cH:23][cH:24]1)[Br:25].[CH2:1]([CH:2]=[CH2:3])[c:4]1[cH:5][c:6]([C:7]#[N:8])[cH:9][cH:10][c:11]1[OH:12].[CH3:27][N:28]([CH3:29])[CH:30]=[O:31].[K+:17].[K+:26]>>[CH2:1]([CH:2]=[CH2:3])[c:4]1[cH:5][c:6]([C:7]#[N:8])[cH:9][cH:10][c:11]1[O:12][CH2:18][c:19]1[cH:20][cH:21][cH:22][cH:23][cH:24]1.